Dataset: the Open Reaction Database (ORD), a public repository of structured organic reaction records. Task: describe an organic reaction: reactants, conditions, products, and yield Starting materials: C1(=CC=CC=C1)C=1CCN(CC1)CCCN1C(C2=CC=CC=C2C1O)=O (2-[3-(4-phenyl-1,2,3,6-tetrahydro-1-pyridyl)propyl]-3-hydroxy-1-isoindolinone), ClC1=CC=C(C=C1)N (4-chlorophenylamine). Reagents/catalysts: C1(=CC=C(C=C1)S(=O)(=O)O)C (Para-toluenesulphonic acid). Solvent: C=1(C(=CC=CC1)C)C (xylene). Reaction conditions: time 6 hour. Product: ClC1=CC=C(C=C1)NC1N(C(C2=CC=CC=C12)=O)CCCN1CCC(=CC1)C1=CC=CC=C1 (3-(4-chlorophenylamino)-2-[3-(4-phenyl-1,2,3,6-tetrahydro-1-pyridyl)propyl]-1-isoindolinone). Isolated yield 54.0%. Reaction SMILES: [C:1]1([C:7]2[CH2:8][CH2:9][N:10]([CH2:13][CH2:14][CH2:15][N:16]3[CH:24]([OH:25])[C:23]4[C:18](=[CH:19][CH:20]=[CH:21][CH:22]=4)[C:17]3=O)[CH2:11][CH:12]=2)[CH:6]=[CH:5][CH:4]=[CH:3][CH:2]=1.[Cl:27][C:28]1[CH:33]=[CH:32][C:31]([NH2:34])=[CH:30][CH:29]=1>C1(C)C(C)=CC=CC=1.C1(C)C=CC(S(O)(=O)=O)=CC=1>[Cl:27][C:28]1[CH:33]=[CH:32][C:31]([NH:34][CH:17]2[C:18]3[C:23](=[CH:22][CH:21]=[CH:20][CH:19]=3)[C:24](=[O:25])[N:16]2[CH2:15][CH2:14][CH2:13][N:10]2[CH2:11][CH:12]=[C:7]([C:1]3[CH:6]=[CH:5][CH:4]=[CH:3][CH:2]=3)[CH2:8][CH2:9]2)=[CH:30][CH:29]=1. Procedure details: Para-toluenesulphonic acid (50 mg) is added to an agitated solution of 2-[3-(4-phenyl-1,2,3,6-tetrahydro-1-pyridyl)propyl]-3-hydroxy-1-isoindolinone (10 g) and 4-chlorophenylamine (4.6 g) in xylene (230 cc) at a temperature close to 20° C. in a Dean Stark apparatus. Agitation is continued for 6 hours at a temperature close to 135° C. After cooling to a temperature close to 20° C., the precipitate formed is filtered, washed with xylene (2×50 cc), dried under reduced pressure (20 mm Hg; 2.7 kPa) a... The reactants are C(C=C)N(CCCN(C\C=C\CN(CCCN(C(=O)OC(C)(C)C)CC)C(=O)OC(C)(C)C)C(=O)OC(C)(C)C)C(=O)OC(C)(C)C ((E)-1-allyl-14-ethyl-1,5,10,14-tetra-BOC-1,5,10,14-tetraazatetradec-7-ene), Cl (hydrochloric acid). The solvent is C(C)OCC (diethyl ether). Reaction conditions: time 6 hour. Yields the product Cl.Cl.Cl.Cl.C(C=C)NCCCNC\C=C\CNCCCNCC ((E)-1-Ally-14-ethyl-1,5,10,14-tetraazatetradec-7-ene tetrahydrochloride). RXN SMILES: [CH2:1]([N:4](C(OC(C)(C)C)=O)[CH2:5][CH2:6][CH2:7][N:8](C(OC(C)(C)C)=O)[CH2:9]/[CH:10]=[CH:11]/[CH2:12][N:13](C(OC(C)(C)C)=O)[CH2:14][CH2:15][CH2:16][N:17]([CH2:25][CH3:26])C(OC(C)(C)C)=O)[CH:2]=[CH2:3].[ClH:48]>C(OCC)C>[ClH:48].[ClH:48].[ClH:48].[ClH:48].[CH2:1]([NH:4][CH2:5][CH2:6][CH2:7][NH:8][CH2:9]/[CH:10]=[CH:11]/[CH2:12][NH:13][CH2:14][CH2:15][CH2:16][NH:17][CH2:25][CH3:26])[CH:2]=[CH2:3] |f:3.4.5.6.7|. Reported procedure: A mixture of 0.28 g (0.418 mmol) of (E)-1-allyl-14-ethyl-1,5,10,14-tetra-BOC-1,5,10,14-tetraazatetradec-7-ene and 6 ml of 3N methanolic hydrochloric acid is stirred for 6 h at room temperature, and then 10 ml of diethyl ether are added. Working up analogously to Example 1 yields the title compound, m.p. >260° C. 1H-NMR (D2O): δ1.28(t,3H); 2.05-2.17(m,4H); 3.07-3.19(m,10H); 3.69(d,2H); 3.77(d,4H); 5.49-5.55(m,2H); 5.84-5.98(m,1H); 6.04-6.07(m,2H). Reactants: Cl (hydrochloric acid), ( 1 ), ClC=1C=C(CN)C=CC1OC (3-chloro-4-methoxybenzylamine), C([O-])([O-])=O.[K+].[K+] (potassium carbonate), CN1C(CCC1)=O (1-methyl-2-pyrrolidinone). Reagents/catalysts: [Cu](Br)Br (copper bromide). Solvent: C(C)(=O)OCC (ethyl acetate). Reaction conditions: temperature 120 celsius, time 2.5 hour. The product is ClC=1C=C(CNC2=C(C(=O)O)C=CC(=N2)Cl)C=CC1OC (2-(3-chloro-4-methoxybenzylamino)-6-chloronicotinic acid). As a reaction SMILES: [Cl:1][C:2]1[CH:3]=[C:4]([CH:7]=[CH:8][C:9]=1[O:10][CH3:11])[CH2:5][NH2:6].[C:12](=[O:15])([O-])[O-:13].[K+].[K+].[CH3:18][N:19]1[CH2:23][CH2:22][CH2:21][C:20]1=O.[ClH:25]>[Cu](Br)Br.C(OCC)(=O)C>[Cl:1][C:2]1[CH:3]=[C:4]([CH:7]=[CH:8][C:9]=1[O:10][CH3:11])[CH2:5][NH:6][C:18]1[N:19]=[C:20]([Cl:25])[CH:21]=[CH:22][C:23]=1[C:12]([OH:13])=[O:15] |f:1.2.3|. Reported procedure: A mixture of the compound (prepared in the above (1)) 500 mg, 3-chloro-4-methoxybenzylamine 638 mg, potassium carbonate 817 mg, copper bromide 313 mg and 1-methyl-2-pyrrolidinone 10 ml is stirred at 120° C. for 2.5 hours. After cooling to room temperature thereto are added ethyl acetate and 1 N hydrochloric acid. The organic layer is separated, washed with water (twice) and brine, and dried over sodium sulfate. After removal of sodium sulfate, the filtrate is concentrated in vacuo, and the resid... The reactants are Cc1noc(-c2ccc(Br)cc2)c1C(O)CSCc1ccccc1, CC1(C)OB(c2ccc(C3(C(=O)NS(C)(=O)=O)CC3)cc2)OC1(C)C. Product: Cc1noc(-c2ccc(-c3ccc(C4(C(=O)NS(C)(=O)=O)CC4)cc3)cc2)c1C(O)CSCc1ccccc1. Reaction SMILES: [CH2:1]([c:2]1[cH:3][cH:4][cH:5][cH:6][cH:7]1)[S:8][CH2:9][CH:10]([OH:11])[c:12]1[c:13]([CH3:24])[n:14][o:15][c:16]1-[c:17]1[cH:18][cH:19][c:20]([Br:23])[cH:21][cH:22]1.[CH3:25][C:26]1([CH3:27])[C:28]([CH3:29])([CH3:30])[O:31][B:32]([c:33]2[cH:34][cH:35][c:36]([C:39]3([C:42](=[O:43])[NH:44][S:45](=[O:46])(=[O:47])[CH3:48])[CH2:40][CH2:41]3)[cH:37][cH:38]2)[O:49]1>>[CH2:1]([c:2]1[cH:3][cH:4][cH:5][cH:6][cH:7]1)[S:8][CH2:9][CH:10]([OH:11])[c:12]1[c:13]([CH3:24])[n:14][o:15][c:16]1-[c:17]1[cH:18][cH:19][c:20](-[c:33]2[cH:34][cH:35][c:36]([C:39]3([C:42](=[O:43])[NH:44][S:45](=[O:46])(=[O:47])[CH3:48])[CH2:40][CH2:41]3)[cH:37][cH:38]2)[cH:21][cH:22]1. The reactants are Cl.CC1=NC2=C(N1C1CCOCC1)C=CC(=C2)C(=O)O (2-methyl-1-(tetrahydropyran-4-yl)benzimidazole-5-carboxylic acid HCl salt), S(=O)(Cl)Cl (thionyl chloride). Run in C1(=CC=CC=C1)C (toluene). Product: [Cl-].Cl.CC1=NC2=C(N1C1CCOCC1)C=CC(=C2)C(=O)O (2-methyl-1-(tetrahydropyran-4-yl)benzimidazole-5-carboxylic acid HCl salt chloride). As a reaction SMILES: [ClH:1].[CH3:2][C:3]1[N:7]([CH:8]2[CH2:13][CH2:12][O:11][CH2:10][CH2:9]2)[C:6]2[CH:14]=[CH:15][C:16]([C:18]([OH:20])=[O:19])=[CH:17][C:5]=2[N:4]=1.S(Cl)([Cl:23])=O>C1(C)C=CC=CC=1>[Cl-:23].[ClH:1].[CH3:2][C:3]1[N:7]([CH:8]2[CH2:9][CH2:10][O:11][CH2:12][CH2:13]2)[C:6]2[CH:14]=[CH:15][C:16]([C:18]([OH:20])=[O:19])=[CH:17][C:5]=2[N:4]=1 |f:0.1,4.5.6|. Reported procedure: To a suspension of 2-methyl-1-(tetrahydropyran-4-yl)benzimidazole-5-carboxylic acid HCl salt (see Working Example 4-3) (500 mg, 1.86 mmol) in toluene (10 mL) was added thionyl chloride (3 mL), and this was stirred at reflux for 1.5 hours. This was then concentrated at reduced pressure to obtain 2-methyl-1-(tetrahydropyran-4-yl)benzimidazole-5-carboxylic acid HCl salt chloride, to a solution of which (533 mg, 1.69 mmol) in tetrahydrofuran (10 mL) was added phenylenediamine (183 mg, 1.69 mmol) and...